Task: describe an organic reaction: reactants, conditions, products, and yield. Dataset: the Open Reaction Database (ORD), a public repository of structured organic reaction records Starting materials: C(C)(=O)NC1=C(N(C2=CC=C(C=C12)[N+](=O)[O-])C(=O)OCC)C(C1=CC=CC=C1)=O (3-Acetylamino-2-benzoyl-1-(ethoxycarbonyl)-5-nitroindole), [K+].[Br-] (KBr). Yields the product C(C)(=O)NC1=C(NC2=CC=C(C=C12)[N+](=O)[O-])C(C1=CC=CC=C1)=O (3-Acetylamino-2-benzoyl-5-nitroindole). Reaction SMILES: [C:1]([NH:4][C:5]1[C:13]2[C:8](=[CH:9][CH:10]=[C:11]([N+:14]([O-:16])=[O:15])[CH:12]=2)[N:7](C(OCC)=O)[C:6]=1[C:22](=[O:29])[C:23]1[CH:28]=[CH:27][CH:26]=[CH:25][CH:24]=1)(=[O:3])[CH3:2].[K+].[Br-]>>[C:1]([NH:4][C:5]1[C:13]2[C:8](=[CH:9][CH:10]=[C:11]([N+:14]([O-:16])=[O:15])[CH:12]=2)[NH:7][C:6]=1[C:22](=[O:29])[C:23]1[CH:28]=[CH:27][CH:26]=[CH:25][CH:24]=1)(=[O:3])[CH3:2] |f:1.2|. Procedure: The title compound was prepared according to the procedure described in step 2 of Example 2 (Method A) from 3-acetylamino-2-benzoyl-1-(ethoxycarbonyl)-5-nitroindole (step 3). m.p.: 210-212° C. 1H-NMR (CDCl3+CDOD3) δ: 9.14 (1H, d, J=1.8 Hz), 8.19 (1H, dd, J=2.6, 9.2 Hz), 7.84 (1H, d, J=8.8 Hz), 7.4-7.8 (5H, m), 2.20 (3H, s) IR (KBr) ν: 1665, 1620, 1435, 1345, 1265, 1020, 915, 820 cm−1 Reaction conditions: time 24 hour. The product is C(C(=O)C)(=O)OC[C@@H]1[C@H]([C@H]([C@@H](O1)N1C(=O)NC(=O)C=C1)O)O (uridine pyruvate). Reaction SMILES: [C@@H:1]1([N:10]2[CH:17]=[CH:16][C:14](=[O:15])[NH:13][C:11]2=[O:12])[O:9][C@H:6]([CH2:7][OH:8])[C@@H:4]([OH:5])[C@H:2]1[OH:3].C1(C)C=CC=CC=1.[C:25](Cl)(=[O:29])[C:26]([CH3:28])=[O:27].CO.C(Cl)Cl>CN(C=O)C.N1C=CC=CC=1>[C:25]([O:8][CH2:7][C@H:6]1[O:9][C@@H:1]([N:10]2[CH:17]=[CH:16][C:14](=[O:15])[NH:13][C:11]2=[O:12])[C@H:2]([OH:3])[C@@H:4]1[OH:5])(=[O:29])[C:26]([CH3:28])=[O:27] |f:3.4|. Reported procedure: Uridine (3.0 g, 12 mmol) was dried by toluene azeotrope under vacuum (3×), and then dissolved in DMF (20 mL) and pyridine (20 mL). The resultant solution was cooled to −10 degrees C. and 6.0 mL of pyruvyl chloride (produced in step A above) was added dropwise. The reaction mixture was stirred at room temperature under argon for 24 hours. Analysis by TLC (5% MeOH/CH2Cl2) showed the consumption of uridine. The reaction mixture was evaporated to dryness and partitioned between CH2Cl2 and aqueous so... Run in N1=CC=CC=C1 (pyridine), CN(C)C=O (DMF). The reactants are C(C(=O)C)(=O)Cl (pyruvyl chloride), [C@@H]1([C@H](O)[C@H](O)[C@@H](CO)O1)N1C(=O)NC(=O)C=C1 (Uridine), C1(=CC=CC=C1)C (toluene), CO.C(Cl)Cl (MeOH CH2Cl2), resultant solution. Product: O=C(CC1(O)CCOCC1)NC1CCC(CCN2CCC(c3cccc4c3OCO4)CC2)CC1. Reaction SMILES: [ClH:1].[O:2]1[CH2:3][O:4][c:5]2[c:6]1[cH:7][cH:8][cH:9][c:10]2[CH:11]1[CH2:12][CH2:13][N:14]([CH2:17][CH2:18][CH:19]2[CH2:20][CH2:21][CH:22]([NH2:25])[CH2:23][CH2:24]2)[CH2:15][CH2:16]1.[OH:26][C:27]1([CH2:33][C:34](=[O:35])[OH:36])[CH2:28][CH2:29][O:30][CH2:31][CH2:32]1>>[O:2]1[CH2:3][O:4][c:5]2[c:6]1[cH:7][cH:8][cH:9][c:10]2[CH:11]1[CH2:12][CH2:13][N:14]([CH2:17][CH2:18][CH:19]2[CH2:20][CH2:21][CH:22]([NH:25][C:34]([CH2:33][C:27]3([OH:26])[CH2:28][CH2:29][O:30][CH2:31][CH2:32]3)=[O:35])[CH2:23][CH2:24]2)[CH2:15][CH2:16]1. Starting materials: Cl, NC1CCC(CCN2CCC(c3cccc4c3OCO4)CC2)CC1, O=C(O)CC1(O)CCOCC1. The reactants are Br, COc1cccc(OC)c1CNC(=N)Nc1nc2c(s1)CN(C(=O)OCc1ccccc1)CC2, CC(=O)O, CO, O=C([O-])[O-]. Yields the product COc1cccc(OC)c1CNC(=N)Nc1nc2c(s1)CNCC2. As a reaction SMILES: [BrH:1].[CH2:2]([O:3][C:4](=[O:5])[N:12]1[CH2:13][c:14]2[c:15]([n:18][c:19]([NH:21][C:22](=[NH:23])[NH:24][CH2:25][c:26]3[c:27]([O:34][CH3:35])[cH:28][cH:29][cH:30][c:31]3[O:32][CH3:33])[s:20]2)[CH2:16][CH2:17]1)[c:6]1[cH:7][cH:8][cH:9][cH:10][cH:11]1.[CH3:40][C:41](=[O:42])[OH:43].[CH3:44][OH:45].[O-:36][C:37](=[O:38])[O-:39]>>[NH:12]1[CH2:13][c:14]2[c:15]([n:18][c:19]([NH:21][C:22](=[NH:23])[NH:24][CH2:25][c:26]3[c:27]([O:34][CH3:35])[cH:28][cH:29][cH:30][c:31]3[O:32][CH3:33])[s:20]2)[CH2:16][CH2:17]1. RXN SMILES: [Cl:1][C:2]1[CH:10]=[C:9]2[C:5]([CH:6]=[C:7]([CH2:11][CH2:12][CH2:13][CH2:14][CH2:15][CH3:16])[NH:8]2)=[CH:4][CH:3]=1.CC(C)([O-])C.[K+].Cl[C:24](=[O:33])[CH2:25][C@@H:26]([CH3:32])[CH2:27][C:28]([O:30][CH3:31])=[O:29].[Cl-].[NH4+]>C(Cl)Cl.C1COCC1.C(OCC)(=O)C>[CH3:31][O:30][C:28](=[O:29])[CH2:27][C@H:26]([CH3:32])[CH2:25][C:24]([N:8]1[C:9]2[C:5](=[CH:4][CH:3]=[C:2]([Cl:1])[CH:10]=2)[CH:6]=[C:7]1[CH2:11][CH2:12][CH2:13][CH2:14][CH2:15][CH3:16])=[O:33] |f:1.2,4.5|. Procedure details: To the cold solution of 6-Chloro-2-hexyl-1H-indole in methylene chloride was added solution of potassium tert-butoxide in THF and stirred for 30 minutes. Then (S)-methyl 5-chloro-3-methyl-5-oxopentanoate in methylene chloride was added to the reaction mixture and was stirred for 3 hours. The reaction mixture was then treated with saturated ammonium chloride and ethyl acetate. The product was purified by column chromatography. Run in C(Cl)Cl (methylene chloride), C(C)(=O)OCC (ethyl acetate), C(Cl)Cl (methylene chloride), C1CCOC1 (THF). Run at time 30 minute. Reactants: ClC(C[C@H](CC(=O)OC)C)=O ((S)-methyl 5-chloro-3-methyl-5-oxopentanoate), [Cl-].[NH4+] (ammonium chloride), ClC1=CC=C2C=C(NC2=C1)CCCCCC (6-Chloro-2-hexyl-1H-indole), CC(C)([O-])C.[K+] (potassium tert-butoxide). The product is COC(C[C@@H](CC(=O)N1C(=CC2=CC=C(C=C12)Cl)CCCCCC)C)=O (5-(6-Chloro-2-hexyl-indol-1-yl)-3(R)-methyl-5-oxo-pentanoic acid methyl ester). Reactants: C(C1=CC=CC=C1)[C@H]1N(C(OC1)=O)C([C@@H]([C@H]([C@H](C)O[Si](C(C)C)(C(C)C)C(C)C)O)CCC1=CC=CC=C1)=O ((R)-4-benzyl-3-((2R,3R,4S)-3-hydroxy-2-phenethyl-4-((triisopropylsilyl)oxy)pentanoyl)-oxazolidin-2-one), Cl (HCl). Run in CCO (EtOH). Reaction conditions: temperature 80 celsius. Yields the product O[C@@H]1[C@H](C(O[C@H]1C)=O)CCC1=CC=CC=C1 ((3R,4R,5S)-4-hydroxy-5-methyl-3-phenethyldihydrofuran-2(3H)-one), C(C1=CC=CC=C1)[C@H]1NC(OC1)=O ((R)-4-benzyloxazolidin-2-one). Yield: 88.0%. As a reaction SMILES: [CH2:1]([C@@H:8]1[CH2:12][O:11][C:10](=[O:13])[N:9]1[C:14](=[O:39])[C@H:15]([CH2:31][CH2:32][C:33]1[CH:38]=[CH:37][CH:36]=[CH:35][CH:34]=1)[C@@H:16]([OH:30])[C@@H:17]([O:19][Si](C(C)C)(C(C)C)C(C)C)[CH3:18])[C:2]1[CH:7]=[CH:6][CH:5]=[CH:4][CH:3]=1.Cl>CCO>[OH:30][C@H:16]1[C@H:17]([CH3:18])[O:19][C:14](=[O:39])[C@@H:15]1[CH2:31][CH2:32][C:33]1[CH:38]=[CH:37][CH:36]=[CH:35][CH:34]=1.[CH2:1]([C@@H:8]1[CH2:12][O:11][C:10](=[O:13])[NH:9]1)[C:2]1[CH:3]=[CH:4][CH:5]=[CH:6][CH:7]=1. Procedure: To a solution of (R)-4-benzyl-3-((2R,3R,4S)-3-hydroxy-2-phenethyl-4-((triisopropylsilyl)oxy)pentanoyl)-oxazolidin-2-one (2.52 g, 4.55 mmol) in EtOH (18 mL) was added 1 N HCl (2 mL, 2 mmol) and the mixture heated to 80° C. for a 3 h. The solution was concentrated in vacuo, and the residue was dissolved in CH2Cl2, loaded onto a pre-packed Celite® cartridge, and purified by flash chromatography (SiO2, 0→100% EtOAc/hexanes) gave (3R,4R,5S)-4-hydroxy-5-methyl-3-phenethyldihydrofuran-2(3H)-one (840 mg... Starting materials: CSCc1cccc2c(C(CCCOS(C)(=O)=O)c3ccc(Cl)cc3)c[nH]c12, N#C[K], CN(C)C=O. The product is CSCc1cccc2c(C(CCCC#N)c3ccc(Cl)cc3)c[nH]c12. Reaction SMILES: [CH3:4][S:5]([O:6][CH2:9][CH2:10][CH2:11][CH:12]([c:13]1[cH:14][nH:15][c:16]2[c:17]([CH2:22][S:23][CH3:24])[cH:18][cH:19][cH:20][c:21]12)[c:25]1[cH:26][cH:27][c:28]([Cl:31])[cH:29][cH:30]1)(=[O:7])=[O:8].[K:1][C:2]#[N:3].[O:32]=[CH:33][N:34]([CH3:35])[CH3:36]>>[C:2](#[N:3])[CH2:9][CH2:10][CH2:11][CH:12]([c:13]1[cH:14][nH:15][c:16]2[c:17]([CH2:22][S:23][CH3:24])[cH:18][cH:19][cH:20][c:21]12)[c:25]1[cH:26][cH:27][c:28]([Cl:31])[cH:29][cH:30]1.